From a dataset of the Open Reaction Database (ORD), a public repository of structured organic reaction records. describe an organic reaction: reactants, conditions, products, and yield The reactants are O=C([O-])[O-], CC(C)c1noc(N2CCC(COS(C)(=O)=O)CC2)n1, CN(C)C=O, Cl, CSc1ccc(-c2ccc(O)cn2)c(F)c1, [K+], [K+], O. Product: CSc1ccc(-c2ccc(OCC3CCN(c4nc(C(C)C)no4)CC3)cn2)c(F)c1. As a reaction SMILES: [C:38](=[O:39])([O-:40])[O-:41].[CH3:1][S:2](=[O:3])(=[O:4])[O:5][CH2:6][CH:7]1[CH2:8][CH2:9][N:10]([c:13]2[n:14][c:15]([CH:18]([CH3:19])[CH3:20])[n:16][o:17]2)[CH2:11][CH2:12]1.[CH3:44][N:45]([CH3:46])[CH:47]=[O:48].[ClH:21].[F:22][c:23]1[c:24](-[c:31]2[cH:32][cH:33][c:34]([OH:37])[cH:35][n:36]2)[cH:25][cH:26][c:27]([S:29][CH3:30])[cH:28]1.[K+:42].[K+:43].[OH2:49]>>[O:5]([CH2:6][CH:7]1[CH2:8][CH2:9][N:10]([c:13]2[n:14][c:15]([CH:18]([CH3:19])[CH3:20])[n:16][o:17]2)[CH2:11][CH2:12]1)[c:34]1[cH:33][cH:32][c:31](-[c:24]2[c:23]([F:22])[cH:28][c:27]([S:29][CH3:30])[cH:26][cH:25]2)[n:36][cH:35]1. The solvent is O1CCCC1 (tetrahydrofuran), C1(=CC=CC=C1)C (toluene). The yield is 56.0%. Reported procedure: A toluene solution (1.74 g) of 40% diethyl azodicarboxylate was added dropwise slowly to a mixture of ethyl 3-[1-(4-hydroxybenzyl)-4-phenyl-3-pyrrolyl]propionate (873 mg), 3-thiophenemethanol (0.236 ml), triphenyl phosphine (984 mg), and tetrahydrofuran (20 ml) at room temperature. After the solution was stirred overnight at room temperature, the reaction solvent was removed under reduced pressure. The residue was subjected to silica gel column chromatography, and ethyl 3-[1-[4-(3-thienylmethoxy... Product: S1C=C(C=C1)COC1=CC=C(CN2C=C(C(=C2)C2=CC=CC=C2)CCC(=O)OCC)C=C1 (ethyl 3-[1-[4-(3-thienylmethoxy)benzyl]-4-phenyl-3-pyrrolyl]propionate). Conditions: time 8 hour. RXN SMILES: N(C(OCC)=O)=NC(OCC)=O.[OH:13][C:14]1[CH:38]=[CH:37][C:17]([CH2:18][N:19]2[CH:23]=[C:22]([C:24]3[CH:29]=[CH:28][CH:27]=[CH:26][CH:25]=3)[C:21]([CH2:30][CH2:31][C:32]([O:34][CH2:35][CH3:36])=[O:33])=[CH:20]2)=[CH:16][CH:15]=1.[S:39]1[CH:43]=[CH:42][C:41]([CH2:44]O)=[CH:40]1.C1(P(C2C=CC=CC=2)C2C=CC=CC=2)C=CC=CC=1>O1CCCC1.C1(C)C=CC=CC=1>[S:39]1[CH:43]=[CH:42][C:41]([CH2:44][O:13][C:14]2[CH:38]=[CH:37][C:17]([CH2:18][N:19]3[CH:23]=[C:22]([C:24]4[CH:29]=[CH:28][CH:27]=[CH:26][CH:25]=4)[C:21]([CH2:30][CH2:31][C:32]([O:34][CH2:35][CH3:36])=[O:33])=[CH:20]3)=[CH:16][CH:15]=2)=[CH:40]1. The reactants are N(=NC(=O)OCC)C(=O)OCC (diethyl azodicarboxylate), OC1=CC=C(CN2C=C(C(=C2)C2=CC=CC=C2)CCC(=O)OCC)C=C1 (ethyl 3-[1-(4-hydroxybenzyl)-4-phenyl-3-pyrrolyl]propionate), S1C=C(C=C1)CO (3-thiophenemethanol), C1(=CC=CC=C1)P(C1=CC=CC=C1)C1=CC=CC=C1 (triphenyl phosphine). Reactants: B (borane), CO (methanol), Cl.ClC=1C=C(C=CC1Cl)CN1C(=NC2=C1C(CCC2)=O)C(C)C (3-[(3,4-dichlorophenyl)methyl]-2-(1-methylethyl)-3,5,6,7-tetrahydro-4H-benzimidazol-4-one hydrochloride), B1(N2CCC[C@H]2C(O1)(C3=CC=CC=C3)C4=CC=CC=C4)C ((S)-(−)-2-methyl-CBS-oxazaborolidine). Solvent: O1CCCC1 (tetrahydrofuran), O1CCCC1 (tetrahydrofuran). Reaction conditions: temperature 0 celsius, time 20 minute. The product is ClC=1C=C(C=CC1Cl)CN1C(=NC2=C1[C@@H](CCC2)O)C(C)C ((7R)-1-[(3,4-dichlorophenyl)methyl]-2-(1-methylethyl)-4,5,6,7-tetrahydro-1H-benzimidazol-7-ol). Reaction SMILES: Cl.[Cl:2][C:3]1[CH:4]=[C:5]([CH2:10][N:11]2[C:15]3[C:16](=[O:20])[CH2:17][CH2:18][CH2:19][C:14]=3[N:13]=[C:12]2[CH:21]([CH3:23])[CH3:22])[CH:6]=[CH:7][C:8]=1[Cl:9].B1(C)OC(C2C=CC=CC=2)(C2C=CC=CC=2)[C@H]2N1CCC2.B.CO>O1CCCC1>[Cl:2][C:3]1[CH:4]=[C:5]([CH2:10][N:11]2[C:15]3[C@H:16]([OH:20])[CH2:17][CH2:18][CH2:19][C:14]=3[N:13]=[C:12]2[CH:21]([CH3:23])[CH3:22])[CH:6]=[CH:7][C:8]=1[Cl:9] |f:0.1|. Procedure details: Intermediate 85 (900 g, 1.0 eq, 1.0 wt) was charged to a solution of (S)-(−)-2-methyl-CBS-oxazaborolidine (198 g, 0.3 eq, 0.22 wt) in tetrahydrofuran (3.6 L, 4 vol) at 20° C., followed by a line rinse with tetrahydrofuran (0.9 L, 1 vol). The suspension was cooled to 0° C. and chilled (0° C.) 1M borane in tetrahydrofuran solution (4.82 L, 2 eq 5.35 vol) was added over 1 hour 35 minutes at <3° C. The mixture was stirred at 0° C. for 1 hour 20 minutes when complete dissolution was observed and samp...